This data is from the Open Reaction Database (ORD), a public repository of structured organic reaction records. The task is: describe an organic reaction: reactants, conditions, products, and yield Starting materials: COC(=O)C1=C(SC=C1)NC=C(C(=O)OCC)C(=O)OCC (diethyl (3-methoxycarbonylthienyl)aminomethylenemalonate), 20, C(Cl)(Cl)Cl (chloroform), BrBr (bromine). The solvent is N1=CC=CC=C1 (pyridine). Run at time 15 minute. Product: BrC1=CC(=C(S1)NC=C(C(=O)OCC)C(=O)OCC)C(=O)OC (diethyl (5-bromo-3-methoxycarbonylthienyl)aminomethylenemalonate). Reaction SMILES: [CH3:1][O:2][C:3]([C:5]1[CH:9]=[CH:8][S:7][C:6]=1[NH:10][CH:11]=[C:12]([C:18]([O:20][CH2:21][CH3:22])=[O:19])[C:13]([O:15][CH2:16][CH3:17])=[O:14])=[O:4].C(Cl)(Cl)Cl.[Br:27]Br>N1C=CC=CC=1>[Br:27][C:8]1[S:7][C:6]([NH:10][CH:11]=[C:12]([C:18]([O:20][CH2:21][CH3:22])=[O:19])[C:13]([O:15][CH2:16][CH3:17])=[O:14])=[C:5]([C:3]([O:2][CH3:1])=[O:4])[CH:9]=1. Procedure: To a solution of 3.3 parts of diethyl (3-methoxycarbonylthienyl)aminomethylenemalonate in a mixture of 20 parts by volume of chloroform and 4 parts by volume of pyridine, 0.6 part by volume of bromine is added dropwise. The solution is further stirred at room temperature for 15 minutes, after which the reaction mixture is washed with dilute hydrochloric acid, an aqueous sodium hydrogen carbonate solution and water, followed by drying over Na2SO4. The solvent is distilled off to give diethyl (5-b...